This data is from the Open Reaction Database (ORD), a public repository of structured organic reaction records. The task is: describe an organic reaction: reactants, conditions, products, and yield Reactants: CN1CC[C@]23[C@@H]4[C@H]1CC5=C2C(=C(C=C5)OC)O[C@H]3[C@H](C=C4)O (Codeine base), C(CCCCCCCCCCC)(=O)O (Lauric acid). Run in C(C)O (ethanol), C(C)(=O)OCC (ethyl acetate), C(C)O.CN1CC[C@]23C4=C5C=CC(=C4O[C@H]2[C@H](C=C[C@H]3[C@H]1C5)O)OC (ethanol codeine). Run at temperature 60 celsius, time 16 hour. Product: CN1CC[C@]23C4=C5C=CC(=C4O[C@H]2[C@H](C=C[C@H]3[C@H]1C5)O)OC.C(CCCCCCCCCCC)(=O)[O-] (codeine laurate). Yield: 39.4%. Reaction SMILES: [CH3:1][N:2]1[C@@H:7]2[CH2:8][C:9]3[CH:14]=[CH:13][C:12]([O:15][CH3:16])=[C:11]4[O:17][C@H:18]5[C@@H:19]([OH:22])[CH:20]=[CH:21][C@@H:6]2[C@:5]5([C:10]=34)[CH2:4][CH2:3]1.[C:23]([OH:36])(=[O:35])[CH2:24][CH2:25][CH2:26][CH2:27][CH2:28][CH2:29][CH2:30][CH2:31][CH2:32][CH2:33][CH3:34]>C(O)C.C(O)C.CN1[C@@H]2CC3C=CC(OC)=C4O[C@H]5[C@@H](O)C=C[C@@H]2[C@]5(C=34)CC1.C(OCC)(=O)C>[CH3:1][N:2]1[C@@H:7]2[CH2:8][C:9]3[CH:14]=[CH:13][C:12]([O:15][CH3:16])=[C:11]4[O:17][C@H:18]5[C@@H:19]([OH:22])[CH:20]=[CH:21][C@@H:6]2[C@:5]5([C:10]=34)[CH2:4][CH2:3]1.[C:23]([O-:36])(=[O:35])[CH2:24][CH2:25][CH2:26][CH2:27][CH2:28][CH2:29][CH2:30][CH2:31][CH2:32][CH2:33][CH3:34] |f:3.4,6.7|. Procedure: Codeine base (4.0002 g; 12.60 mmol) was dissolved in ethanol (100 mL; 99.7-100%) with stirring. Lauric acid (2.7822 g; 13.86 mmol; 10% excess relative to codeine base) was dissolved in the ethanol/codeine solution. The resulting solution was stirred for 5 minutes. The ethanol was removed by rotary-evaporation to give a pale yellow residue. The residue was redispersed in ethyl acetate (10 mL) by heating on a water bath (60° C.). Once all the material had redissolved the solution was placed at 4° ... Starting materials: N,N′-Carbonyldiimidazole, CN(C)C=O (DMF), N1=CC(=CC=C1)NC=1C(=CC=CC1)N (N-pyridine-3-ylbenzene-1,2-diamine). Solvent: O (Water). Conditions: time 1.5 hour. The product is N1=CC(=CC=C1)N1C(NC2=C1C=CC=C2)=O (1-(pyridin-3-yl)-2,3-dihydrobenzoimidazol-2-one). RXN SMILES: CN([CH:4]=[O:5])C.[N:6]1[CH:11]=[CH:10][CH:9]=[C:8]([NH:12][C:13]2[C:14]([NH2:19])=[CH:15][CH:16]=[CH:17][CH:18]=2)[CH:7]=1>O>[N:6]1[CH:11]=[CH:10][CH:9]=[C:8]([N:12]2[C:13]3[CH:18]=[CH:17][CH:16]=[CH:15][C:14]=3[NH:19][C:4]2=[O:5])[CH:7]=1. Reported procedure: N,N′-Carbonyldiimidazole(0.57 g) was added to a DMF solution (5 ml) of N-pyridine-3-ylbenzene-1,2-diamine(0.5 g). The mixture was stirred at room temperature for 1.5 hours. Water was added to the reaction mixture and the precipitated insoluble matter was separated, washed with water, and dried to give the title compound(0.5 g) as a pale whitish purple powder. Reactants: FC1=CC=C(C=C1)C=1C2=C(SC1)C=C(C=C2)C#CCCCO (5-[3-(4-Fluoro-phenyl)-benzo[b]thiophen-6-yl]-pent-4-yn-1-ol), COCCNCC (N-(Methoxyethyl)ethylamine). Yields the product C(C)N(CCOC)CCCC#CC=1C=CC2=C(SC=C2C2=CC=C(C=C2)F)C1 (Ethyl-{5-[3-(4-fluoro-phenyl)-benzo[b]thiophen-6-yl]-pent-4-ynyl}-(2-methoxy-ethyl)-amine). RXN SMILES: [F:1][C:2]1[CH:7]=[CH:6][C:5]([C:8]2[C:9]3[CH:16]=[CH:15][C:14]([C:17]#[C:18][CH2:19][CH2:20][CH2:21]O)=[CH:13][C:10]=3[S:11][CH:12]=2)=[CH:4][CH:3]=1.[CH3:23][O:24][CH2:25][CH2:26][NH:27][CH2:28][CH3:29]>>[CH2:28]([N:27]([CH2:21][CH2:20][CH2:19][C:18]#[C:17][C:14]1[CH:15]=[CH:16][C:9]2[C:8]([C:5]3[CH:4]=[CH:3][C:2]([F:1])=[CH:7][CH:6]=3)=[CH:12][S:11][C:10]=2[CH:13]=1)[CH2:26][CH2:25][O:24][CH3:23])[CH3:29]. Procedure details: In analogy to example 19.1, 5-[3-(4-Fluoro-phenyl)-benzo[b]thiophen-6-yl]-pent-4-yn-1-ol and N-(Methoxyethyl)ethylamine were converted to yield Ethyl-{5-[3-(4-fluoro-phenyl)-benzo[b]thiophen-6-yl]-pent-4-ynyl}-(2-methoxy-ethyl)-amine as light brown oil, MS: 396 (MH+). Reagents/catalysts: C=1C=CC(=CC1)[P](C=2C=CC=CC2)(C=3C=CC=CC3)[Pd]([P](C=4C=CC=CC4)(C=5C=CC=CC5)C=6C=CC=CC6)([P](C=7C=CC=CC7)(C=8C=CC=CC8)C=9C=CC=CC9)[P](C=1C=CC=CC1)(C=1C=CC=CC1)C=1C=CC=CC1 (tetrakis(triphenylphosphine)palladium(0)). Product: C(C(=O)O)(=O)O.N1=CC(=CC=C1)CC[C@@H](COC1=CC=C(C=C1)C1=CC(=CC=C1)[N+](=O)[O-])O ((2S)-4-(3-Pyridyl)-1-[4-(3-nitrophenyl)phenoxy]-2-butanol oxalic acid salt), glass. RXN SMILES: Br[C:2]1[CH:19]=[CH:18][C:5]([O:6][CH2:7][C@@H:8]([OH:17])[CH2:9][CH2:10][C:11]2[CH:12]=[N:13][CH:14]=[CH:15][CH:16]=2)=[CH:4][CH:3]=1.[N+:20]([C:23]1[CH:24]=[C:25](B(O)O)[CH:26]=[CH:27][CH:28]=1)([O-:22])=[O:21].[OH2:32].[OH2:33].O.O.O.O.O.O.O.O.C(=O)([O-])[O-].[Na+].[Na+]>C(O)C.O.C1(C)C=CC=CC=1.C1C=CC([P]([Pd]([P](C2C=CC=CC=2)(C2C=CC=CC=2)C2C=CC=CC=2)([P](C2C=CC=CC=2)(C2C=CC=CC=2)C2C=CC=CC=2)[P](C2C=CC=CC=2)(C2C=CC=CC=2)C2C=CC=CC=2)(C2C=CC=CC=2)C2C=CC=CC=2)=CC=1>[C:8]([OH:17])(=[O:33])[C:7]([OH:32])=[O:6].[N:13]1[CH:14]=[CH:15][CH:16]=[C:11]([CH2:10][CH2:9][C@H:8]([OH:17])[CH2:7][O:6][C:5]2[CH:18]=[CH:19][C:2]([C:27]3[CH:26]=[CH:25][CH:24]=[C:23]([N+:20]([O-:22])=[O:21])[CH:28]=3)=[CH:3][CH:4]=2)[CH:12]=1 |f:2.3.4.5.6.7.8.9.10.11.12.13.14,19.20,^1:62,64,83,102|. The solvent is C(C)O (ethanol), C1(=CC=CC=C1)C (toluene), O (water). Reactants: O.O.O.O.O.O.O.O.O.O.C([O-])([O-])=O.[Na+].[Na+] (sodium carbonate decahydrate), BrC1=CC=C(OC[C@H](CCC=2C=NC=CC2)O)C=C1 ((2S)-1-(4-bromophenoxy)-4-(3-pyridyl)-2-butanol), [N+](=O)([O-])C=1C=C(C=CC1)B(O)O (3-nitrobenzeneboronic acid). Reported procedure: Prepared according to the method described in Example 33a) from (2S)-1-(4-bromophenoxy)-4-(3-pyridyl)-2-butanol (0.25 g), 3-nitrobenzeneboronic acid (0.194 g), sodium carbonate decahydrate (0.444 g) and tetrakis(triphenylphosphine)palladium(0) (0.022 g) in ethanol (1 ml), water (1 ml) and toluene (5 ml). Conversion to the oxalate salt upon treatment with excess saturated ethereal oxalic gave the title compound as a hygroscopic glass (0.21 g). The reactants are CCOc1ccc([SiH](C)C)cc1, CC(C)O, Fc1ccc(CC=Cc2ccccc2)cc1Oc1ccccc1. Product: CCOc1ccc([Si](C)(C)CCCc2ccc(F)c(Oc3ccccc3)c2)cc1. Reaction SMILES: [CH2:24]([CH3:25])[O:26][c:27]1[cH:28][cH:29][c:30]([SiH:33]([CH3:34])[CH3:35])[cH:31][cH:32]1.[CH:36]([OH:37])([CH3:38])[CH3:39].[F:1][c:2]1[c:3]([O:17][c:18]2[cH:19][cH:20][cH:21][cH:22][cH:23]2)[cH:4][c:5]([CH2:8][CH:9]=[CH:10][c:11]2[cH:12][cH:13][cH:14][cH:15][cH:16]2)[cH:6][cH:7]1>>[F:1][c:2]1[c:3]([O:17][c:18]2[cH:19][cH:20][cH:21][cH:22][cH:23]2)[cH:4][c:5]([CH2:8][CH2:9][CH2:10][Si:33]([c:30]2[cH:29][cH:28][c:27]([O:26][CH2:24][CH3:25])[cH:32][cH:31]2)([CH3:34])[CH3:35])[cH:6][cH:7]1. Starting materials: CCCCc1nc(C)nc(Cl)c1Cc1ccc(I)cc1, CC(C)=O, [Cl-], [I-], I, [Na+], [Na+]. Product: CCCCc1nc(C)nc(I)c1Cc1ccc(I)cc1. As a reaction SMILES: [CH2:1]([CH2:2][CH2:3][CH3:4])[c:5]1[c:6]([CH2:13][c:14]2[cH:15][cH:16][c:17]([I:20])[cH:18][cH:19]2)[c:7]([Cl:12])[n:8][c:9]([CH3:11])[n:10]1.[CH3:26][C:27](=[O:28])[CH3:29].[Cl-:24].[I-:22].[IH:21].[Na+:23].[Na+:25]>>[CH2:1]([CH2:2][CH2:3][CH3:4])[c:5]1[c:6]([CH2:13][c:14]2[cH:15][cH:16][c:17]([I:20])[cH:18][cH:19]2)[c:7]([I:21])[n:8][c:9]([CH3:11])[n:10]1.